From a dataset of the Open Reaction Database (ORD), a public repository of structured organic reaction records. describe an organic reaction: reactants, conditions, products, and yield Reactants: OC1=C(C=C(C=C1C(C)(C)C)C)N1N=C2C(=N1)C=CC(=C2)Cl (2-(2'-hydroxy-3'-t-butyl-5'-methylphenyl)-5- chlorobenzotriazole), CC(C)(C)C1=CC(=C(C(=C1)N2N=C3C=CC(=CC3=N2)Cl)O)C(C)(C)C (Tinuvin 327). The product is OC1=C(C=C(C=C1)C)N1N=C2C(=N1)C=C(C(=C2)Cl)Cl (2-(2'-hydroxy-5'-methylphenyl)-5,6-dichlorobenzotriazole). As a reaction SMILES: [OH:1][C:2]1[C:7](C(C)(C)C)=[CH:6][C:5]([CH3:12])=[CH:4][C:3]=1[N:13]1[N:17]=[C:16]2[CH:18]=[CH:19][C:20]([Cl:22])=[CH:21][C:15]2=[N:14]1.CC(C1C=C(N2N=C3C(C=CC([Cl:42])=C3)=N2)C(O)=C(C(C)(C)C)C=1)(C)C>>[OH:1][C:2]1[CH:7]=[CH:6][C:5]([CH3:12])=[CH:4][C:3]=1[N:13]1[N:14]=[C:15]2[CH:21]=[C:20]([Cl:22])[C:19]([Cl:42])=[CH:18][C:16]2=[N:17]1. Reported procedure: 2-(2'-hydroxy-3'-t-butyl-5'-methylphenyl)-5- chlorobenzotriazole which are commercially available from Ciba-Geigy under the designations Tinuvin 327 and 326 respectively. Starting materials: O=C([O-])[O-], N#Cc1nc2ccc(O)cc2s1, CC(C)=O, FC(F)(F)c1ccc(CBr)cc1, [K+], [K+]. Yields the product N#Cc1nc2ccc(OCc3ccc(C(F)(F)F)cc3)cc2s1. Reaction SMILES: [C:13](=[O:14])([O-:15])[O-:16].[C:1](#[N:2])[c:3]1[s:4][c:5]2[c:6]([n:7]1)[cH:8][cH:9][c:10]([OH:12])[cH:11]2.[CH3:31][C:32](=[O:33])[CH3:34].[F:19][C:20]([c:21]1[cH:22][cH:23][c:24]([CH2:25][Br:26])[cH:27][cH:28]1)([F:29])[F:30].[K+:17].[K+:18]>>[C:1](#[N:2])[c:3]1[s:4][c:5]2[c:6]([n:7]1)[cH:8][cH:9][c:10]([O:12][CH2:25][c:24]1[cH:23][cH:22][c:21]([C:20]([F:19])([F:29])[F:30])[cH:28][cH:27]1)[cH:11]2. Reactants: COC(C(C(=O)CCl)=CCC)=O (4-chloro-2-propylideneacetoacetic acid methyl ester), [Br-].[Na+] (sodium bromide). Solvent: CN(C=O)C (dimethylformamide). Conditions: temperature 22 celsius, time 2 hour. The product is COC(C(C(=O)CBr)=CCC)=O (4-bromo-2-propylideneacetoacetic acid methyl ester). Reaction SMILES: [CH3:1][O:2][C:3](=[O:12])[C:4](=[CH:9][CH2:10][CH3:11])[C:5]([CH2:7]Cl)=[O:6].[Br-:13].[Na+]>CN(C)C=O>[CH3:1][O:2][C:3](=[O:12])[C:4](=[CH:9][CH2:10][CH3:11])[C:5]([CH2:7][Br:13])=[O:6] |f:1.2|. Reported procedure: To a solution of 4-chloro-2-propylideneacetoacetic acid methyl ester (818 mg : 4.29 mMol.) in dimethylformamide (2.1 ml) is added sodium bromide (957 mg : 9.3 mMol.), and the mixture is stirred at 22° C. for 2 hours to give a solution of 4-bromo-2-propylideneacetoacetic acid methyl ester NMR δ (CDCl3) ppm:1.15(t. J=7.5Hz. 3H). Z.50(q, J=7.5Hz, 3H), 2.53(q, J=7.5Hz. 2H), 3.82(s, 3H), 3.90(s, 3H), 4.15(s, 2H). 4.Z2 (s, 2H), 7.10(t. J=7.5Hz, 1H), 7.1Z(t. J=7.5Hz. 1H)⟧ This solution is diluted with ... Conditions: time 1 hour. Yields the product FC(C=1C=C(C=C(C1)C(F)(F)F)C(C(=O)N(C)C=1C=NC(=CC1C1=C(C=C(C=C1)F)CO)N1[C@@H](C[C@H](C1)O)CO)(C)C)(F)F ((2S,4R)-2-(3,5-Bis-trifluoromethyl-phenyl)-N-[4-(4-fluoro-2-hydroxymethyl-phenyl)-6-(4-hydroxy-2-hydroxymethyl-pyrrolidin-1-yl)-pyridin-3-yl]-N-methyl-isobutyramide). Procedure details: To a solution of 24 mg (0.637 mmol) sodium borohydride in 1 ml methanol were added 100 mg (0.159 mmol) (2S,4R)-2-(3,5-bis-trifluoromethyl-phenyl)-N-[4-(4-fluoro-2-formyl-phenyl)-6-(4-hydroxy-2-hydroxymethyl-pyrrolidin-1-yl)-pyridin-3-yl]-N-methyl-isobutyramide at room temperature. After stirring for 1 h the reaction mixture was concentrated in vacuo and partitioned between ethyl acetate and saturated sodium carbonate solution. The layers were separated and the aqueous layer was extracted with et... The reactants are [BH4-].[Na+] (sodium borohydride), FC(C=1C=C(C=C(C1)C(F)(F)F)C(C(=O)N(C)C=1C=NC(=CC1C1=C(C=C(C=C1)F)C=O)N1[C@@H](C[C@H](C1)O)CO)(C)C)(F)F ((2S,4R)-2-(3,5-bis-trifluoromethyl-phenyl)-N-[4-(4-fluoro-2-formyl-phenyl)-6-(4-hydroxy-2-hydroxymethyl-pyrrolidin-1-yl)-pyridin-3-yl]-N-methyl-isobutyramide). Run in CO (methanol). RXN SMILES: [BH4-].[Na+].[F:3][C:4]([F:46])([F:45])[C:5]1[CH:6]=[C:7]([C:15]([CH3:44])([CH3:43])[C:16]([N:18]([C:20]2[CH:21]=[N:22][C:23]([N:35]3[CH2:39][C@H:38]([OH:40])[CH2:37][C@H:36]3[CH2:41][OH:42])=[CH:24][C:25]=2[C:26]2[CH:31]=[CH:30][C:29]([F:32])=[CH:28][C:27]=2[CH:33]=[O:34])[CH3:19])=[O:17])[CH:8]=[C:9]([C:11]([F:14])([F:13])[F:12])[CH:10]=1>CO>[F:45][C:4]([F:3])([F:46])[C:5]1[CH:6]=[C:7]([C:15]([CH3:44])([CH3:43])[C:16]([N:18]([C:20]2[CH:21]=[N:22][C:23]([N:35]3[CH2:39][C@H:38]([OH:40])[CH2:37][C@H:36]3[CH2:41][OH:42])=[CH:24][C:25]=2[C:26]2[CH:31]=[CH:30][C:29]([F:32])=[CH:28][C:27]=2[CH2:33][OH:34])[CH3:19])=[O:17])[CH:8]=[C:9]([C:11]([F:12])([F:13])[F:14])[CH:10]=1 |f:0.1|. Yield: 77.9%. The reactants are O.Cl.NCC1=CC=C(C=C1)S(=O)(=O)N (4-(aminomethyl)benzenesulfonamide hydrochloride hydrate), CN(C(C)=O)[Si](C)(C)C (N-methyl-N-(trimethylsilyl)acetamide), C(C1=C(C=CC=C1)SSC1=C(C(=O)Cl)C=CC=C1)(=O)Cl (2,2'-dithiobisbenzoyl chloride). The solvent is N1=CC=CC=C1 (pyridine), ClCCl (dichloromethane). Reaction conditions: time 18 hour. Product: NS(=O)(=O)C1=CC=C(C=C1)CNC(C1=C(C=CC=C1)SSC1=C(C(=O)NCC2=CC=C(C=C2)S(=O)(=O)N)C=CC=C1)=O (2,2'-Dithiobis[N-[[4-(aminosulfonyl)phenyl]methy]benzamide]). The yield is 35.4%. As a reaction SMILES: [OH2:1].Cl.[NH2:3][CH2:4][C:5]1[CH:10]=[CH:9][C:8]([S:11]([NH2:14])(=[O:13])=[O:12])=[CH:7][CH:6]=1.C[N:16]([Si](C)(C)C)[C:17](=O)[CH3:18].[C:24](Cl)(=[O:42])[C:25]1[CH:30]=[CH:29][CH:28]=[CH:27][C:26]=1[S:31][S:32][C:33]1[CH:41]=[CH:40][CH:39]=[CH:38][C:34]=1[C:35](Cl)=[O:36]>N1C=CC=CC=1.ClCCl>[NH2:14][S:11]([C:8]1[CH:7]=[CH:6][C:5]([CH2:4][NH:3][C:24](=[O:42])[C:25]2[CH:30]=[CH:29][CH:28]=[CH:27][C:26]=2[S:31][S:32][C:33]2[CH:41]=[CH:40][CH:39]=[CH:38][C:34]=2[C:35]([NH:16][CH2:17][C:18]2[CH:10]=[CH:9][C:8]([S:11]([NH2:14])(=[O:12])=[O:1])=[CH:7][CH:6]=2)=[O:36])=[CH:10][CH:9]=1)(=[O:12])=[O:13] |f:0.1.2|. Procedure details: A slurry of 4-(aminomethyl)benzenesulfonamide hydrochloride hydrate (6.5 g, 29 mmol) in 100 mL pyridine was allowed to stir with N-methyl-N-(trimethylsilyl)acetamide (13.4 mL, 83.0 mmol) until a homogenous solution occurred. The solution was cooled to 0° C. to 5° C. and a solution of 2,2'-dithiobisbenzoyl chloride (4.0 9, 16.0 mmol) in 20 mL dichloromethane was added dropwise. The resulting solution was allowed to stir for 18 hours and the dichloromethane was removed in vacuo. The crude product ...